Dataset: the Open Reaction Database (ORD), a public repository of structured organic reaction records. Task: describe an organic reaction: reactants, conditions, products, and yield Starting materials: [Cl-].[Al+3].[Cl-].[Cl-] (aluminum chloride), C1(=CC=CC=C1)C(C1=CC=CC=C1)OC(=O)C1=C(CS[C@H]2N1C([C@H]2NC(\C(=N/OC(C2=CC=CC=C2)(C2=CC=CC=C2)C2=CC=CC=C2)\C=2N=C(SC2)NC(=O)OC(C)(C)C)=O)=O)SCSC=2N=NN(N2)C (7β-[(Z)-2-(2-t-butoxycarbonylaminothiazol-4-yl)-2-trityloxyiminoacetylamino]-3-(2-methyltetrazol-5-ylthiomethylthio)-3-cephem-4-carboxylic acid diphenylmethyl ester), Cl (hydrochloric acid). The solvent is C1(=CC=CC=C1)OC (anisole), O (water), C1(=CC=CC=C1)OC (anisole), [N+](=O)([O-])C (nitromethane). Reaction conditions: time 1 hour. Product: NC=1SC=C(N1)/C(/C(=O)N[C@H]1[C@@H]2N(C(=C(CS2)SCSC=2N=NN(N2)C)C(=O)O)C1=O)=N/O (7β-[(Z)-2-(2-aminothiazol-4-yl)-2-hydroxyiminoacetamido]-3-(2-methyltetrazol-5-ylthiomethylthio)-3-cephem-4-carboxylic acid). The yield is 78.6%. Reaction SMILES: C1(C([O:14][C:15]([C:17]2[N:22]3[C:23](=[O:63])[C@@H:24]([NH:25][C:26](=[O:62])/[C:27](/[C:49]4[N:50]=[C:51]([NH:54]C(OC(C)(C)C)=O)[S:52][CH:53]=4)=[N:28]\[O:29]C(C4C=CC=CC=4)(C4C=CC=CC=4)C4C=CC=CC=4)[C@H:21]3[S:20][CH2:19][C:18]=2[S:64][CH2:65][S:66][C:67]2[N:68]=[N:69][N:70]([CH3:72])[N:71]=2)=[O:16])C2C=CC=CC=2)C=CC=CC=1.[Cl-].[Al+3].[Cl-].[Cl-].Cl>C1(OC)C=CC=CC=1.[N+](C)([O-])=O.O>[NH2:54][C:51]1[S:52][CH:53]=[C:49](/[C:27](=[N:28]/[OH:29])/[C:26]([NH:25][C@@H:24]2[C:23](=[O:63])[N:22]3[C:17]([C:15]([OH:16])=[O:14])=[C:18]([S:64][CH2:65][S:66][C:67]4[N:68]=[N:69][N:70]([CH3:72])[N:71]=4)[CH2:19][S:20][C@H:21]23)=[O:62])[N:50]=1 |f:1.2.3.4|. Procedure: To a solution of 7β-[(Z)-2-(2-t-butoxycarbonylaminothiazol-4-yl)-2-trityloxyiminoacetylamino]-3-(2-methyltetrazol-5-ylthiomethylthio)-3-cephem-4-carboxylic acid diphenylmethyl ester (1.16 g: 1.12 mMol.) in a mixture of anisole (4 ml) and nitromethane (16 ml) at -40° C. is added a solution of aluminum chloride (1.19 g: 8.95 mMol.) in anisole (4 ml), and the mixture is stirred at -30° to -40° C. for 1 hour. The reaction mixture is mixed with 1N-hydrochloric acid (9 ml), diluted with water, washed ... Starting materials: CI (methyl iodide), CN(C)C=O (DMF), Cl (HCl), Cl (HCl), [OH-].[Na+] (NaOH), N1C=C(C2=CC=CC=C12)CC#N (indole-3-acetonitrile), [H-].[Na+] (sodium hydride), CN(C)C=O (DMF), CN(C)C=O (DMF), aqueous solution, OO (hydrogen peroxide), resultant mixture. The reagents and catalysts are [Br-].C(CCC)[N+](CCCC)(CCCC)CCCC (tetrabutylammonium bromide). The solvent is CCOC(=O)C (EtOAc), hexanes, C(Cl)Cl (CH2Cl2), C(Cl)Cl (CH2Cl2), O (water). Run at time 3 hour. Yields the product CN1C=C(C2=CC=CC=C12)CC(=O)N (1-Methyl-indole-3-acetamide). The yield is 70.0%. RXN SMILES: [NH:1]1[C:9]2[C:4](=[CH:5][CH:6]=[CH:7][CH:8]=2)[C:3](CC#N)=[CH:2]1.[H-].[Na+].CI.Cl.[OH:18]O.[OH-].[Na+].[CH3:22][N:23]([CH:25]=O)[CH3:24]>[Br-].C([N+](CCCC)(CCCC)CCCC)CCC.C(Cl)Cl.O.CCOC(C)=O>[CH3:24][N:23]1[C:22]2[C:5](=[CH:6][CH:7]=[CH:8][CH:9]=2)[C:4]([CH2:3][C:2]([NH2:1])=[O:18])=[CH:25]1 |f:1.2,6.7,9.10|. Reported procedure: A solution of indole-3-acetonitrile (10.0 g, 64.0 mmol) in DMF (50 mL) was added dropwise to a suspension of sodium hydride (3.33 g, 83.3 mmol) in DMF (20 mL) at room temperature. The resultant mixture was stirred for 30 minutes and was cooled to 0°-5° C., and a solution of methyl iodide (13.63 g, 96.0 mmol) in DMF (30 mL) was added dropwise. The reaction was allowed to warm and stir at room temperature for 3 hrs. The reaction was worked up extractively using EtOAc (300 mL) and aqueous 0.5 N HCl...